This data is from the Open Reaction Database (ORD), a public repository of structured organic reaction records. The task is: describe an organic reaction: reactants, conditions, products, and yield The reactants are BrBr (Bromine), COC(C(C)=O)(C)C (3-methoxy-3-methyl-2-butanone). Solvent: C(C)OCC (diethyl ether). The product is BrCC(C(C)(C)OC)=O (1-bromo-3-methoxy-3-methyl-2-butanone). Isolated yield 68.4%. RXN SMILES: [Br:1]Br.[CH3:3][O:4][C:5]([CH3:10])([CH3:9])[C:6](=[O:8])[CH3:7]>C(OCC)C>[Br:1][CH2:7][C:6](=[O:8])[C:5]([O:4][CH3:3])([CH3:10])[CH3:9]. Procedure: Bromine (26.42 g, 0.165 mole) was slowly added to a stirred solution of 19.2 g (0.165 mole) of 3-methoxy-3-methyl-2-butanone in 400 ml. diethyl ether at 15° C. After the addition was complete, the solvent was evaporated, and the residual orange oil distilled to give 22 g (68% yield) of 1-bromo-3-methoxy-3-methyl-2-butanone, b.p. 57°-59° C./1.7 mm. Hg. The reactants are C(C1=CC=CC=C1)(C1=CC=CC=C1)N1CC(C1)(C)OC1=C(C=CC(=C1)Br)OCC1=CC(=CC=C1)Cl (1-benzhydryl-3-[5-bromo-2-(3-chloro-benzyloxy)-phenoxy]-3-methyl-azetidine), ClCCOC=O (chloroethylformate). The solvent is ClCCCl (DCE). Reaction conditions: temperature 90 celsius. Yields the product BrC=1C=CC(=C(OC2(CNC2)C)C1)OCC1=CC(=CC=C1)Cl (3-[5-Bromo-2-(3-chloro-benzyloxy)-phenoxy]-3-methyl-azetidine). The yield is 71.7%. Reaction SMILES: C([N:14]1[CH2:17][C:16]([O:19][C:20]2[CH:25]=[C:24]([Br:26])[CH:23]=[CH:22][C:21]=2[O:27][CH2:28][C:29]2[CH:34]=[CH:33][CH:32]=[C:31]([Cl:35])[CH:30]=2)([CH3:18])[CH2:15]1)(C1C=CC=CC=1)C1C=CC=CC=1.ClCCOC=O>ClCCCl>[Br:26][C:24]1[CH:23]=[CH:22][C:21]([O:27][CH2:28][C:29]2[CH:34]=[CH:33][CH:32]=[C:31]([Cl:35])[CH:30]=2)=[C:20]([CH:25]=1)[O:19][C:16]1([CH3:18])[CH2:15][NH:14][CH2:17]1. Procedure: The title compound from Step B (60 mg) was dissolved in DCE (10 mL) and chloroethylformate (0.2 mmol) was added. The mixture was heated at 80-100° C. for 1 h and concentrated. The residue was dissolved in MeOH (3 mL) and heated at 150° C. in a microwave reactor for another 1 h. The mixture was cooled to rt and purified via PTLC providing the title compound (30 mg). MS (ESI): mass calcd. for C17H17BrClNO2, 381.0; m/z found, 382.0 [M+H]+. 1H NMR (CDCl3): 7.43-7.23 (m, 4H), 7.12-7.06 (m, 1H), 6.86-... The reactants are N(=C=O)C1=CC(=CC=C1)C(F)(F)F (1-isocyanato-3-(trifluoromethyl)-benzene), FC1=C2C=C(NC2=CC=C1OC1=NC=NC(=C1)CS(=O)(=O)C)C (4-Fluoro-5-(6-methanesulfonylmethyl-pyrimidin-4-yloxy)-2-methyl-1H-indole), solution, [Li+].C[Si](C)(C)[N-][Si](C)(C)C (LiHMDS). Solvent: C1CCOC1 (THF), C1CCOC1 (THF). Reaction conditions: temperature -78 celsius. Product: FC(C=1C=C(C=CC1)NC(=O)N1C(=CC2=C(C(=CC=C12)OC1=NC=NC(=C1)CS(=O)(=O)C)F)C)(F)F (4-fluoro-5-(6-methanesulfonylmethyl-pyrimidin-4-yloxy)-2-methyl-indole-1-carboxylic acid (3-trifluoromethyl-phenyl)-amide). Reaction SMILES: [F:1][C:2]1[C:10]([O:11][C:12]2[CH:17]=[C:16]([CH2:18][S:19]([CH3:22])(=[O:21])=[O:20])[N:15]=[CH:14][N:13]=2)=[CH:9][CH:8]=[C:7]2[C:3]=1[CH:4]=[C:5]([CH3:23])[NH:6]2.[Li+].C[Si]([N-][Si](C)(C)C)(C)C.[N:34]([C:37]1[CH:42]=[CH:41][CH:40]=[C:39]([C:43]([F:46])([F:45])[F:44])[CH:38]=1)=[C:35]=[O:36]>C1COCC1>[F:44][C:43]([F:45])([F:46])[C:39]1[CH:38]=[C:37]([NH:34][C:35]([N:6]2[C:7]3[C:3](=[C:2]([F:1])[C:10]([O:11][C:12]4[CH:17]=[C:16]([CH2:18][S:19]([CH3:22])(=[O:21])=[O:20])[N:15]=[CH:14][N:13]=4)=[CH:9][CH:8]=3)[CH:4]=[C:5]2[CH3:23])=[O:36])[CH:42]=[CH:41][CH:40]=1 |f:1.2|. Procedure: 4-Fluoro-5-(6-methanesulfonylmethyl-pyrimidin-4-yloxy)-2-methyl-1H-indole (250 mg, 0.745 mmol) in THF (10 mL) is cooled to −78° C. and a 1 M solution of LiHMDS in THF (1.86 mL, 1.86 mmol) is added. After 12 min 1-isocyanato-3-(trifluoromethyl)-benzene (0.12 mL, 0.895 mmol) is added and the reaction is allowed to stir at −78° C. After 1 h the reaction is quenched with saturated aqueous NH4Cl and then extracted with (3×100 mL) EtOAc, The organic phases are combined and washed with brine, dried ove... Procedure: Following the procedure described above with N-((1S)-2-amino-1-{[4-(8-methylimidazo[1,2-a]pyridin-2-yl)phenyl]methyl}ethyl)-3-chloro-4-[(1-methylethyl)oxy]benzamide and N-{[(1,1-dimethylethyl)oxy]carbonyl}-2-methylalanine provided the title product as a white solid. ESMS [M+H]+: 563.2. As a reaction SMILES: [NH2:1][CH2:2][C@@H:3]([NH:21][C:22](=[O:34])[C:23]1[CH:28]=[CH:27][C:26]([O:29][CH:30]([CH3:32])[CH3:31])=[C:25]([Cl:33])[CH:24]=1)[CH2:4][C:5]1[CH:10]=[CH:9][C:8]([C:11]2[N:12]=[C:13]3[C:18]([CH3:19])=[CH:17][CH:16]=[CH:15][N:14]3[CH:20]=2)=[CH:7][CH:6]=1.CC(OC([NH:42][C:43]([CH3:48])([C:45](O)=[O:46])[CH3:44])=O)(C)C>>[Cl:33][C:25]1[CH:24]=[C:23]([CH:28]=[CH:27][C:26]=1[O:29][CH:30]([CH3:32])[CH3:31])[C:22]([NH:21][C@@H:3]([CH2:4][C:5]1[CH:10]=[CH:9][C:8]([C:11]2[N:12]=[C:13]3[C:18]([CH3:19])=[CH:17][CH:16]=[CH:15][N:14]3[CH:20]=2)=[CH:7][CH:6]=1)[CH2:2][NH:1][C:45](=[O:46])[C:43]([CH3:48])([CH3:44])[NH2:42])=[O:34]. Starting materials: NC[C@H](CC1=CC=C(C=C1)C=1N=C2N(C=CC=C2C)C1)NC(C1=CC(=C(C=C1)OC(C)C)Cl)=O (N-((1S)-2-amino-1-{[4-(8-methylimidazo[1,2-a]pyridin-2-yl)phenyl]methyl}ethyl)-3-chloro-4-[(1-methylethyl)oxy]benzamide), CC(C)(C)OC(=O)NC(C)(C(=O)O)C (N-{[(1,1-dimethylethyl)oxy]carbonyl}-2-methylalanine). The product is ClC=1C=C(C(=O)N[C@H](CNC(C(N)(C)C)=O)CC2=CC=C(C=C2)C=2N=C3N(C=CC=C3C)C2)C=CC1OC(C)C (3-Chloro-N-((1S)-2-[(2-methylalanyl)amino]-1-{[4-(8-methylimidazo[1,2-a]pyridin-2-yl)phenyl]methyl}ethyl)-4-[(1-methylethyl)oxy]benzamide). The reactants are N (ammonia), S (H2S), N (ammonia), Cl.Cl.C1(=CC=CC=C1)C(CN)N (1-phenyl-1,2-diamino ethane, dihydrochloride), C(C)O (ethanol). Run in O (water), C(=S)=S (CS2), C(=S)=S (CS2), C(Cl)(Cl)Cl (CHCl3). Reaction conditions: time 15 minute. Yields the product C1(=CCC=CC1)C1NC(NC1)=S (4-(1,4-cyclohexadienyl)-2-imidazolidinethione). As a reaction SMILES: [NH3:1].Cl.Cl.[C:4]1([CH:10](N)[CH2:11][NH2:12])[CH:9]=[CH:8][CH:7]=[CH:6][CH:5]=1.[CH2:14](O)C.[SH2:17]>C(Cl)(Cl)Cl.C(=S)=S.O>[C:4]1([CH:10]2[CH2:11][NH:12][C:14](=[S:17])[NH:1]2)[CH2:9][CH:8]=[CH:7][CH2:6][CH:5]=1 |f:1.2.3|. Reported procedure: To 1 l. of liquid ammonia there is added with stirring 13.7 g of 1-phenyl-1,2-diamino ethane, dihydrochloride. Then 10 g of Li ribbon is added over a period of 15 minutes. Upon completed addition the dark blue solution is stirred for 15 minutes, after which there is added dropwise 150 ml of absolute ethanol over a period of 75 minutes. After the completed addition, the color of the mixture lightens. The ammonia is evaporated using a warm water bath. The residue is cooled and treated with water. ... The reactants are O.N[C@@H](CCCCN)C(=O)O (L-lysine hydrate), C(=O)(O)CCC\C=C/[C@H]1N(C[C@@H](C1)NS(=O)(=O)C1=CC=C(C=C1)Cl)S(=O)(=O)C1=CC=C(C=C1)Cl ((2S,4R)-2-[(Z)-5-carboxy-1-pentenyl]-1-(4-chlorophenyl- sulfonyl)-4-(4-chlorophenylsulfonylamino)pyrrolidine). Solvent: O (water), C(C)O (ethanol). Yields the product N[C@@H](CCCCN)C(=O)O (L-lysine), C(=O)(O)CCC\C=C/[C@H]1N(C[C@@H](C1)NS(=O)(=O)C1=CC=C(C=C1)Cl)S(=O)(=O)C1=CC=C(C=C1)Cl ((2S,4R)-2-[(Z)-5-carboxy-1-pentenyl]-1-(4-chlorophenylsulfonyl)-4-(4-chlorophenylsulfonylamino)pyrrolidine). The yield is 111.7%. As a reaction SMILES: O.[NH2:2][C@H:3]([C:9]([OH:11])=[O:10])[CH2:4][CH2:5][CH2:6][CH2:7][NH2:8].[C:12]([CH2:15][CH2:16][CH2:17]/[CH:18]=[CH:19]\[C@@H:20]1[CH2:24][C@@H:23]([NH:25][S:26]([C:29]2[CH:34]=[CH:33][C:32]([Cl:35])=[CH:31][CH:30]=2)(=[O:28])=[O:27])[CH2:22][N:21]1[S:36]([C:39]1[CH:44]=[CH:43][C:42]([Cl:45])=[CH:41][CH:40]=1)(=[O:38])=[O:37])([OH:14])=[O:13]>O.C(O)C>[NH2:2][C@H:3]([C:9]([OH:11])=[O:10])[CH2:4][CH2:5][CH2:6][CH2:7][NH2:8].[C:12]([CH2:15][CH2:16][CH2:17]/[CH:18]=[CH:19]\[C@@H:20]1[CH2:24][C@@H:23]([NH:25][S:26]([C:29]2[CH:34]=[CH:33][C:32]([Cl:35])=[CH:31][CH:30]=2)(=[O:28])=[O:27])[CH2:22][N:21]1[S:36]([C:39]1[CH:40]=[CH:41][C:42]([Cl:45])=[CH:43][CH:44]=1)(=[O:38])=[O:37])([OH:14])=[O:13] |f:0.1|. Procedure: A mixture of L-lysine hydrate (4.01 g) and (2S,4R)-2-[(Z)-5-carboxy-1-pentenyl]-1-(4-chlorophenyl- sulfonyl)-4-(4-chlorophenylsulfonylamino)pyrrolidine (12.0 g) was dissolved in a mixture of hot water (9 ml) and hot ethanol (170 ml) and the solution was cooled to room temperature. The precipitate (white crystal) was collected by filtration, washed with ethanol and dried in vacuo to give L-lysine salt of (2S,4R)-2-[(Z)-5-carboxy-1-pentenyl]-1-(4-chlorophenylsulfonyl)-4-(4-chlorophenylsulfonylamin... RXN SMILES: [CH3:27][I:28].[H-:29].[Na+:30].[O:31]=[CH:32][N:33]([CH3:34])[CH3:35].[c:1]1([CH:7]([C:8](=[O:9])[O:10][CH:11]2[CH2:12][NH:13][C:14](=[N:17][N+:18](=[O:19])[O-:20])[NH:15][CH2:16]2)[c:21]2[cH:22][cH:23][cH:24][cH:25][cH:26]2)[cH:2][cH:3][cH:4][cH:5][cH:6]1>>[c:1]1([CH:7]([C:8](=[O:9])[O:10][CH:11]2[CH2:12][NH:13][C:14](=[N:17][N+:18](=[O:19])[O-:20])[N:15]([CH3:27])[CH2:16]2)[c:21]2[cH:22][cH:23][cH:24][cH:25][cH:26]2)[cH:2][cH:3][cH:4][cH:5][cH:6]1. Starting materials: CI, [H-], [Na+], CN(C)C=O, O=C(OC1CNC(=N[N+](=O)[O-])NC1)C(c1ccccc1)c1ccccc1. The product is CN1CC(OC(=O)C(c2ccccc2)c2ccccc2)CNC1=N[N+](=O)[O-]. Reactants: COC1(CCOCC1)C=1SC=C(N1)SC1=CC=C(C=C1)C(C)=O (4'-[2-(4-methoxytetrahydropyran-4-yl)thiazol-4-ylthio]acetophenone), Cl.NO (hydroxylamine hydrochloride). The product is COC1(CCOCC1)C=1SC=C(N1)SC1=CC=C(C=C1)/C(/C)=N/O ((E)-4'-[2-(4-methoxytetrahydropyran-4-yl)thiazol-4-ylthio]acetophenone oxime). Yield: 95.0%. RXN SMILES: [CH3:1][O:2][C:3]1([C:9]2[S:10][CH:11]=[C:12]([S:14][C:15]3[CH:20]=[CH:19][C:18]([C:21](=O)[CH3:22])=[CH:17][CH:16]=3)[N:13]=2)[CH2:8][CH2:7][O:6][CH2:5][CH2:4]1.Cl.[NH2:25][OH:26]>>[CH3:1][O:2][C:3]1([C:9]2[S:10][CH:11]=[C:12]([S:14][C:15]3[CH:20]=[CH:19][C:18](/[C:21](=[N:25]/[OH:26])/[CH3:22])=[CH:17][CH:16]=3)[N:13]=2)[CH2:8][CH2:7][O:6][CH2:5][CH2:4]1 |f:1.2|. Procedure: Using an analogous procedure to that described in Example 15, 4'-[2-(4-methoxytetrahydropyran-4-yl)thiazol-4-ylthio]acetophenone was reacted with hydroxylamine hydrochloride to give (E)-4'-[2-(4-methoxytetrahydropyran-4-yl)thiazol-4-ylthio]acetophenone oxime in 95% yield, m.p. 89° C.;